From a dataset of the Open Reaction Database (ORD), a public repository of structured organic reaction records. describe an organic reaction: reactants, conditions, products, and yield Starting materials: N (ammonia), P(=O)(Cl)(Cl)Cl (phosphorus oxychloride), C(C)N1CCCCC1 (N-ethylpiperidine), CC(=O)NC1=NC(=O)C2=C(N1)N(C=N2)C(=O)C (2,9-diacetylguanine). Reagents/catalysts: [Cl-].C(C)[N+](CC)(CC)CC (tetraethylammonium chloride). Run in O (water), C(C)#N (acetonitrile). Conditions: temperature 25 celsius, time 20 hour. The product is C(C)(=O)NC1=NC(=C2NC=NC2=N1)Cl (2-acetamido-6-chloropurine). Yield: 89.5%. As a reaction SMILES: C(N1CCCCC1)C.[CH3:9][C:10]([NH:12][C:13]1[NH:19][C:18]2[N:20](C(C)=O)[CH:21]=[N:22][C:17]=2[C:15](=O)[N:14]=1)=[O:11].P(Cl)(Cl)([Cl:28])=O.N>[Cl-].C([N+](CC)(CC)CC)C.C(#N)C.O>[C:10]([NH:12][C:13]1[N:19]=[C:18]2[C:17]([NH:22][CH:21]=[N:20]2)=[C:15]([Cl:28])[N:14]=1)(=[O:11])[CH3:9] |f:4.5|. Reported procedure: 45.0 g (0.27 mol) of tetraethylammonium chloride and 22.8 g (0.2 mol) of N-ethylpiperidine are added to a suspension of 42.6 g (0.18 mol) of 2,9-diacetylguanine in 450 ml of acetonitrile. 165.3 g (1.08 mol) of phosphorus oxychloride are then metered in at a temperature of 0° C. to 5° C. of the reaction mixture. The mixture is stirred at 25° C. for 20 hours, then introduced into 1.25 l of water such that 15° C. is not exceeded and the pH is at the same time kept between 4.8 and 5.5 using 12% stre... Reactants: S=C=S, C1CCNCC1, NCCCCl, [Na+], [OH-], O. The product is NCCCSC(=S)N1CCCCC1, Cl. RXN SMILES: [C:7](=[S:8])=[S:9].[CH2:1]1[CH2:2][CH2:3][NH:4][CH2:5][CH2:6]1.[Cl:10][CH2:11][CH2:12][CH2:13][NH2:14].[Na+:16].[OH-:15].[OH2:17]>>[CH2:1]1[CH2:2][CH2:3][N:4]([C:7]([S:8][CH2:11][CH2:12][CH2:13][NH2:14])=[S:9])[CH2:5][CH2:6]1.[ClH:10]. Reaction SMILES: [CH2:33]([Cl:34])[Cl:35].[NH2:10][N:11]1[CH2:12][CH2:13][N:14]([CH2:17][CH2:18][c:19]2[c:20]([CH3:32])[nH:21][c:22]3[cH:23][c:24]([O:30][CH3:31])[c:25]([O:28][CH3:29])[cH:26][c:27]23)[CH2:15][CH2:16]1.[c:1]1([N:7]=[C:8]=[O:9])[cH:2][cH:3][cH:4][cH:5][cH:6]1>>[c:1]1([NH:7][C:8](=[O:9])[NH:10][N:11]2[CH2:12][CH2:13][N:14]([CH2:17][CH2:18][c:19]3[c:20]([CH3:32])[nH:21][c:22]4[cH:23][c:24]([O:30][CH3:31])[c:25]([O:28][CH3:29])[cH:26][c:27]34)[CH2:15][CH2:16]2)[cH:2][cH:3][cH:4][cH:5][cH:6]1. The reactants are ClCCl, COc1cc2[nH]c(C)c(CCN3CCN(N)CC3)c2cc1OC, O=C=Nc1ccccc1. The product is COc1cc2[nH]c(C)c(CCN3CCN(NC(=O)Nc4ccccc4)CC3)c2cc1OC. Conditions: time 1 hour. Run in O1CCCC1 (tetrahydrofuran). Procedure: (4R)-4-Ethyl-2-[5-(3-{[(2S)-1-methoxypropan-2-yl]oxy}-5-[(tripropan-2-ylsilyl)oxy]phenyl)-1H-pyrrol-2-yl]-4,5-dihydro-1,3-oxazole (965 mg, 1.93 mmol) synthesized in Example (108a) was dissolved in tetrahydrofuran (10 mL), and tetrabutylammonium fluoride (1.0 mol/L tetrahydrofuran solution, 2.50 mL, 2.50 mmol) was added at room temperature, followed by stirring at room temperature for 1 hour under nitrogen atmosphere. To this reaction solution, a saturated aqueous ammonium chloride solution (30 m... The yield is 82.7%. The reactants are [F-].C(CCC)[N+](CCCC)(CCCC)CCCC (tetrabutylammonium fluoride), C(C)[C@H]1N=C(OC1)C=1NC(=CC1)C1=CC(=CC(=C1)O[Si](C(C)C)(C(C)C)C(C)C)O[C@H](COC)C ((4R)-4-Ethyl-2-[5-(3-{[(2S)-1-methoxypropan-2-yl]oxy}-5-[(tripropan-2-ylsilyl)oxy]phenyl)-1H-pyrrol-2-yl]-4,5-dihydro-1,3-oxazole), [Cl-].[NH4+] (ammonium chloride). As a reaction SMILES: [CH2:1]([C@@H:3]1[CH2:7][O:6][C:5]([C:8]2[NH:9][C:10]([C:13]3[CH:18]=[C:17]([O:19][Si](C(C)C)(C(C)C)C(C)C)[CH:16]=[C:15]([O:30][C@@H:31]([CH3:35])[CH2:32][O:33][CH3:34])[CH:14]=3)=[CH:11][CH:12]=2)=[N:4]1)[CH3:2].[F-].C([N+](CCCC)(CCCC)CCCC)CCC.[Cl-].[NH4+]>O1CCCC1>[CH2:1]([C@@H:3]1[CH2:7][O:6][C:5]([C:8]2[NH:9][C:10]([C:13]3[CH:18]=[C:17]([OH:19])[CH:16]=[C:15]([O:30][C@@H:31]([CH3:35])[CH2:32][O:33][CH3:34])[CH:14]=3)=[CH:11][CH:12]=2)=[N:4]1)[CH3:2] |f:1.2,3.4|. Yields the product C(C)[C@H]1N=C(OC1)C1=CC=C(N1)C=1C=C(C=C(C1)O[C@H](COC)C)O (3-{5-[(4R)-4-Ethyl-4,5-dihydro-1,3-oxazol-2-yl]-1H-pyrrol-2-yl}-5-{[(2S)-1-methoxypropan-2-yl]oxy}phenol). Reactants: N1C=NC2=C1C=CC(=C2)N (1H-benzo[d]imidazol-5-amine), C(OC(C[N+]#[C-])(C)C)(OC)=O (1-isocyano-2-methylpropan-2-yl methyl carbonate), CC(C)([O-])C.[Na+] (sodium tert.-butoxide), CN1CCN(CC1)C1=CC=C(C=O)C=C1 (4-(4-methylpiperazin-1-yl)benzaldehyde), C(CC(=O)[O-])(=O)OC(C)(C)C (mono-tert-butyl malonate). Run in CO.C(Cl)Cl (MeOH CH2Cl2). Conditions: time 2.5 day. The product is N1C=NC2=C1C=CC(=C2)N2C(CC(C2C2=CC=C(C=C2)N2CCN(CC2)C)=O)=O (1-(1H-Benzo[d]imidazol-5-yl)-5-(4-(4-methylpiperazin-1-yl)phenyl)-pyrrolidine-2,4-dione). RXN SMILES: [NH:1]1[C:5]2[CH:6]=[CH:7][C:8]([NH2:10])=[CH:9][C:4]=2[N:3]=[CH:2]1.[CH3:11][N:12]1[CH2:17][CH2:16][N:15]([C:18]2[CH:25]=[CH:24][C:21]([CH:22]=O)=[CH:20][CH:19]=2)[CH2:14][CH2:13]1.[C:26](OC(C)(C)C)(=[O:31])[CH2:27][C:28]([O-])=[O:29].C(=O)(OC)OC(C)(C)C[N+]#[C-].CC(C)([O-])C.[Na+]>CO.C(Cl)Cl>[NH:1]1[C:5]2[CH:6]=[CH:7][C:8]([N:10]3[CH:22]([C:21]4[CH:24]=[CH:25][C:18]([N:15]5[CH2:16][CH2:17][N:12]([CH3:11])[CH2:13][CH2:14]5)=[CH:19][CH:20]=4)[C:28](=[O:29])[CH2:27][C:26]3=[O:31])=[CH:9][C:4]=2[N:3]=[CH:2]1 |f:4.5,6.7|. Reported procedure: The compound was synthesized starting from 1H-benzo[d]imidazol-5-amine (0.85 mg, 6.37 mmol), 4-(4-methylpiperazin-1-yl)benzaldehyde (1.3 g, 6.37 mmol), mono-tert-butyl malonate (1.53 g, 9.55 mmol), 1-isocyano-2-methylpropan-2-yl methyl carbonate (1.1 g, 7.01 mmol) in MeOH/CH2Cl2 1:1 (30 ml) with stirring for 2.5 days and sodium tert.-butoxide (0.235 g, 2.10 mmol) according to method 5. Reactants: N1CC(CCC1)OC=1C=C2C=CN=C(C2=CC1)N (racemic 6-(piperidin-3-yloxy)-isoquinolin-1-ylamine), C(C1=CC=CC=C1)=O (benzaldehyde), C(C)(=O)O[BH-](OC(C)=O)OC(C)=O.[Na+] (sodium triacetoxyborohydride). The reagents and catalysts are C(C)(=O)O (acetic acid). Run in C(C)#N (acetonitrile). Conditions: time 20 minute. The product is C(C1=CC=CC=C1)N1CC(CCC1)OC=1C=C2C=CN=C(C2=CC1)N (6-(1-benzylpiperidine-3-yloxy)isoquinolin-1-yl amine). Isolated yield 102.3%. As a reaction SMILES: [NH:1]1[CH2:6][CH2:5][CH2:4][CH:3]([O:7][C:8]2[CH:9]=[C:10]3[C:15](=[CH:16][CH:17]=2)[C:14]([NH2:18])=[N:13][CH:12]=[CH:11]3)[CH2:2]1.[CH:19](=O)[C:20]1[CH:25]=[CH:24][CH:23]=[CH:22][CH:21]=1.C(O[BH-](OC(=O)C)OC(=O)C)(=O)C.[Na+]>C(O)(=O)C.C(#N)C>[CH2:19]([N:1]1[CH2:6][CH2:5][CH2:4][CH:3]([O:7][C:8]2[CH:9]=[C:10]3[C:15](=[CH:16][CH:17]=2)[C:14]([NH2:18])=[N:13][CH:12]=[CH:11]3)[CH2:2]1)[C:20]1[CH:25]=[CH:24][CH:23]=[CH:22][CH:21]=1 |f:2.3|. Procedure: A couple of drops of glacial acetic acid was added to a solution of racemic 6-(piperidin-3-yloxy)-isoquinolin-1-ylamine (52 mg, 0.214 mmol) and benzaldehyde (26 mL, 0.256 mmol) in acetonitrile (2 ml). The mixture was stirred for 20 minutes and then sodium triacetoxyborohydride (68 mg, 0.321 mmol) was added in portions. The mixture was stirred at ambient temperature for 20 h then concentrated in vacuo. The mixture was then partitioned between dichloromethane and saturated aqueous sodium hydrogenc... Reactants: CC=1C(=CNC1C1=CC=CC=C1)C=O (4-methyl-5-phenyl-1H-pyrrole-3-carbaldehyde), COC1=C(C=C(C=C1)OC)S(=O)(=O)Cl (2,5-dimethoxybenzenesulfonyl chloride), [H-].[Na+] (sodium hydride), C1COCCOCCOCCOCCO1 (15-crown-5). Yields the product COC1=C(C=C(C=C1)OC)S(=O)(=O)N1C=C(C(=C1C1=CC=CC=C1)C)C=O (1-[(2,5-Dimethoxyphenyl)sulfonyl]-4-methyl-5-phenyl-1H-pyrrole-3-carbaldehyde). Yield: 85.7%. Reaction SMILES: [CH3:1][C:2]1[C:3]([CH:13]=[O:14])=[CH:4][NH:5][C:6]=1[C:7]1[CH:12]=[CH:11][CH:10]=[CH:9][CH:8]=1.[H-].[Na+].C1OCCOCCOCCOCCOC1.[CH3:32][O:33][C:34]1[CH:39]=[CH:38][C:37]([O:40][CH3:41])=[CH:36][C:35]=1[S:42](Cl)(=[O:44])=[O:43]>>[CH3:32][O:33][C:34]1[CH:39]=[CH:38][C:37]([O:40][CH3:41])=[CH:36][C:35]=1[S:42]([N:5]1[C:6]([C:7]2[CH:12]=[CH:11][CH:10]=[CH:9][CH:8]=2)=[C:2]([CH3:1])[C:3]([CH:13]=[O:14])=[CH:4]1)(=[O:43])=[O:44] |f:1.2|. Procedure: Using 4-methyl-5-phenyl-1H-pyrrole-3-carbaldehyde (185 mg), sodium hydride (60% in oil, 72 mg), 15-crown-5 (330 mg) and 2,5-dimethoxybenzenesulfonyl chloride (355 mg), a procedure as in Reference Example 219 was performed to give the title compound as a pale-yellow powder (yield 330 mg, 86%). Reactants: Cl (hydrochloric acid), C([O-])([O-])=O.[Na+].[Na+] (sodium carbonate), OOS(=O)[O-].[K+] (Oxone), NC1[C@@H]2N(C(C(S2)(C)C)C(=O)O)C1=O (6-amino-2,2-dimethylpenam-3-carboxylic acid), C(C1=CC=CC=C1)(=O)Cl (Benzoyl chloride). The solvent is O (water), CC(=O)C (acetone), O (water). Reaction conditions: temperature 2 celsius, time 1 hour. Product: C(C1=CC=CC=C1)(=O)NC1[C@@H]2N(C(C(S2=O)(C)C)C(=O)O)C1=O (6-benzamido-2,2-dimethylpenam-3-carboxylic acid 1-oxide). Yield: 69.0%. RXN SMILES: C(=O)([O-])[O-:2].[Na+].[Na+].[NH2:7][CH:8]1[C:19](=[O:20])[N:10]2[CH:11]([C:16]([OH:18])=[O:17])[C:12]([CH3:15])([CH3:14])[S:13][C@H:9]12.[C:21](Cl)(=[O:28])[C:22]1[CH:27]=[CH:26][CH:25]=[CH:24][CH:23]=1.OOS([O-])=O.[K+].Cl>O.CC(C)=O>[C:21]([NH:7][CH:8]1[C:19](=[O:20])[N:10]2[CH:11]([C:16]([OH:18])=[O:17])[C:12]([CH3:15])([CH3:14])[S:13](=[O:2])[C@H:9]12)(=[O:28])[C:22]1[CH:27]=[CH:26][CH:25]=[CH:24][CH:23]=1 |f:0.1.2,5.6|. Procedure: To 150 ml. of water were added 11.6 grams (110 millimoles) of sodium carbonate followed by 100 ml. of acetone. To the mixture then were added portion-wise 10.8 grams (50 millimoles) of 6-amino-2,2-dimethylpenam-3-carboxylic acid. The resulting suspension was stirred for about one hour with formation of an almost clear solution. The mixture then was cooled to 2° C., pH 10.2. Benzoyl chloride (6.4 ml.; 55 millimoles) was added dropwise over a 9 minute period (pH 7.4) followed by dropwise addition ... Starting materials: IC=1C=C(C=C(C1)C(F)(F)F)C=1OCC(N1)(C)C (2-[3-iodo-5-(trifluromethyl)phenyl]-4,4-dimethyl-4,5-dihydrooxazole), B(OC(C)C)(OC(C)C)OC(C)C (triisopropyl borate), C(CCC)[Li] (butyllithium). The solvent is O1CCCC1 (tetrahydrofuran). Reaction conditions: time 4 hour. Yields the product CC1(N=C(OC1)C=1C=C(C=C(C1)C(F)(F)F)OB(O)O)C (3-(4,4-dimethyl-4,5-dihydrooxazol-2-yl)-5-(trifluoromethyl)phenylboroic acid). Yield: 95.3%. Reaction SMILES: I[C:2]1[CH:3]=[C:4]([C:12]2[O:13][CH2:14][C:15]([CH3:18])([CH3:17])[N:16]=2)[CH:5]=[C:6]([C:8]([F:11])([F:10])[F:9])[CH:7]=1.[B:19]([O:28]C(C)C)([O:24]C(C)C)[O:20]C(C)C.C([Li])CCC>O1CCCC1>[CH3:17][C:15]1([CH3:18])[CH2:14][O:13][C:12]([C:4]2[CH:3]=[C:2]([O:20][B:19]([OH:28])[OH:24])[CH:7]=[C:6]([C:8]([F:11])([F:10])[F:9])[CH:5]=2)=[N:16]1. Procedure details: To a solution of 2-[3-iodo-5-(trifluromethyl)phenyl]-4,4-dimethyl-4,5-dihydrooxazole (2.11 g) and triisopropyl borate (1.26 g) in tetrahydrofuran (21 ml) was added dropwise butyllithium (1.6 M in hexane) at −70° C. After stirring for 4 hours, the mixture was quenched with 2N hydrochloric acid and extracted with ethyl acetate. The combined extracts were washed with brine, dried over magnesium sulfate, and evaporated in vacuo to give 3-(4,4-dimethyl-4,5-dihydrooxazol-2-yl)-5-(trifluoromethyl)pheny... Reactants: CC1=C(SC=C1)C(=O)O (3-methyl-thiophene-2-carboxylic acid), CCN(C(C)C)C(C)C (DIPEA), OC(=O)C(F)(F)F.O=C(CNC(=O)C1=CC=C(C=C1)C1=CC=CC=C1)N1CCNCC1 (biphenyl-4-carboxylic acid (2-oxo-2-piperazin-1-yl-ethyl)-amide TFA salt), C=1C=CC2=C(C1)N=NN2O (HOBT), CCN=C=NCCCN(C)C.Cl (EDCI.HCl). Run in O (water), CN(C)C=O (DMF). Run at time 8 hour. Yields the product CC1=C(SC=C1)C(=O)N1CCN(CC1)C(CNC(=O)C1=CC=C(C=C1)C1=CC=CC=C1)=O (biphenyl-4-carboxylicacid {2-[4-(3-methyl-thiophene-2-carbonyl)-piperazin-1-yl]-2-oxo-ethyl}-amide). Isolated yield 72.9%. As a reaction SMILES: CCN(C(C)C)C(C)C.OC(C(F)(F)F)=O.[O:17]=[C:18]([N:35]1[CH2:40][CH2:39][NH:38][CH2:37][CH2:36]1)[CH2:19][NH:20][C:21]([C:23]1[CH:28]=[CH:27][C:26]([C:29]2[CH:34]=[CH:33][CH:32]=[CH:31][CH:30]=2)=[CH:25][CH:24]=1)=[O:22].C1C=CC2N(O)N=NC=2C=1.CCN=C=NCCCN(C)C.Cl.[CH3:63][C:64]1[CH:68]=[CH:67][S:66][C:65]=1[C:69](O)=[O:70]>CN(C=O)C.O>[CH3:63][C:64]1[CH:68]=[CH:67][S:66][C:65]=1[C:69]([N:38]1[CH2:39][CH2:40][N:35]([C:18](=[O:17])[CH2:19][NH:20][C:21]([C:23]2[CH:24]=[CH:25][C:26]([C:29]3[CH:34]=[CH:33][CH:32]=[CH:31][CH:30]=3)=[CH:27][CH:28]=2)=[O:22])[CH2:36][CH2:37]1)=[O:70] |f:1.2,4.5|. Procedure details: DIPEA (110.8 mg, 0.147 mL, 0.85 mmol) was added to a stirred solution of biphenyl-4-carboxylic acid (2-oxo-2-piperazin-1-yl-ethyl)-amide TFA salt (100 mg, 0.22 mmol) in DMF (3 mL). HOBT (28.3 mg, 0.2 mmol) and EDCI.HCl (91.25 mg, 0.47 mmol) were then added. After 2 minutes 3-methyl-thiophene-2-carboxylic acid (27 mg, 0.19 mmol) was added and the resulting mixture was stirred overnight. The reaction mixture was diluted with cold water. The product was extracted with ethyl acetate and the ethyl ac...